This data is from the Open Reaction Database (ORD), a public repository of structured organic reaction records. The task is: describe an organic reaction: reactants, conditions, products, and yield Run in O (water). Product: CC1(CC(OC2=CC(=CC(=C12)C)C)=O)C (4,4,5,7-tetramethylchroman-2-one). Procedure: 3,5-Dimethylphenol (5.00 g, 0.0409 mol) and methyl 3,3-dimethylacrylate (5.14 g, 0.045 mol) were added to methanesulfonic acid (5 mL) at room temperature followed by heating at 70° for 17 hours. The reaction was cooled, diluted with water (750 mL), extracted with ethyl acetate (2×200 mL) and the combined organic extracts were washed with saturated aqueous sodium hydrogencarbonate (2×100 mL) and brine (50 mL). The organic phase was dried over magnesium sulfate, filtered, and concentrated by rotar... Isolated yield 92.4%. Starting materials: CC=1C=C(C=C(C1)C)O (3,5-Dimethylphenol), CC(=CC(=O)OC)C (methyl 3,3-dimethylacrylate), CS(=O)(=O)O (methanesulfonic acid). Reaction SMILES: [CH3:1][C:2]1[CH:3]=[C:4]([OH:9])[CH:5]=[C:6]([CH3:8])[CH:7]=1.[CH3:10][C:11]([CH3:17])=[CH:12][C:13](OC)=[O:14].CS(O)(=O)=O>O>[CH3:10][C:11]1([CH3:17])[C:5]2[C:4](=[CH:3][C:2]([CH3:1])=[CH:7][C:6]=2[CH3:8])[O:9][C:13](=[O:14])[CH2:12]1. Reactants: FC1=CC=C(C=C1)S(=O)(=O)NC1=C(C=2C(CCCC2C=C1)=O)C(=O)O (2-{[(4-fluorophenyl)sulfonyl]amino}-8-oxo-5,6,7,8-tetrahydro-1-naphthalenecarboxylic acid), C[Mg]Br (methylmagnesium bromide). The solvent is C(C)OCC (diethyl ether), C1CCOC1 (THF). Run at temperature 45 celsius, time 2 hour. Yields the product FC1=CC=C(C=C1)S(=O)(=O)NC1=C(C=2C(CCCC2C=C1)(C)O)C(=O)O (2-{[(4-fluorophenyl)sulfonyl]amino}-8-hydroxy-8-methyl-5,6,7,8-tetrahydro-1-naphthalenecarboxylic acid). RXN SMILES: [F:1][C:2]1[CH:7]=[CH:6][C:5]([S:8]([NH:11][C:12]2[CH:21]=[CH:20][C:19]3[CH2:18][CH2:17][CH2:16][C:15](=[O:22])[C:14]=3[C:13]=2[C:23]([OH:25])=[O:24])(=[O:10])=[O:9])=[CH:4][CH:3]=1.[CH3:26][Mg]Br>C(OCC)C.C1COCC1>[F:1][C:2]1[CH:7]=[CH:6][C:5]([S:8]([NH:11][C:12]2[CH:21]=[CH:20][C:19]3[CH2:18][CH2:17][CH2:16][C:15]([OH:22])([CH3:26])[C:14]=3[C:13]=2[C:23]([OH:25])=[O:24])(=[O:10])=[O:9])=[CH:4][CH:3]=1. Procedure: A mixture of Example 103B (40 mg, 0.11 mmol) in diethyl ether (3 mL) and THF (2 mL) was treated with methylmagnesium bromide (3M solution in diethyl ether, 0.11 mL), stirred at 45° C. for 2 hours, quenched with saturated NH4Cl, and partitioned between diethyl ether and brine. The organic phase was dried (Na2SO4), filtered, concentrated, and purified by reverse-phase HPLC to provide the desired product. MS (ESI) m/e 378 (M−H)−; 1H NMR (300 MHz, DMSO-d6) δ 12.18 (br s, 1H), 8.5 (s, 1H), 7.75 (m, 2...